This data is from the Open Reaction Database (ORD), a public repository of structured organic reaction records. The task is: describe an organic reaction: reactants, conditions, products, and yield Reactants: BrCCCCCCCCCCCC (1-bromododecane), [Br-].C(CC)NCCC[N+](C)(C)C (3-(propylamino)-N,N,N-trimethylpropan-1-aminium bromide), [OH-].[Na+] (NaOH). Run in O (water), CCO (EtOH). Reaction conditions: time 2 hour. The product is [Br-].C(CCCCCCCCCCC)N(CCC[N+](C)(C)C)CCC (3-(dodecyl(propyl)amino)-N,N,N-trimethylpropan-1-aminium bromide). Yield: 76.5%. Reaction SMILES: [Br-].[CH2:2]([NH:5][CH2:6][CH2:7][CH2:8][N+:9]([CH3:12])([CH3:11])[CH3:10])[CH2:3][CH3:4].[Br:13][CH2:14][CH2:15][CH2:16][CH2:17][CH2:18][CH2:19][CH2:20][CH2:21][CH2:22][CH2:23][CH2:24][CH3:25].[OH-].[Na+]>CCO.O>[Br-:13].[CH2:14]([N:5]([CH2:2][CH2:3][CH3:4])[CH2:6][CH2:7][CH2:8][N+:9]([CH3:12])([CH3:11])[CH3:10])[CH2:15][CH2:16][CH2:17][CH2:18][CH2:19][CH2:20][CH2:21][CH2:22][CH2:23][CH2:24][CH3:25] |f:0.1,3.4,7.8|. Reported procedure: To a solution of propylamine (5.5 mL, 0.067 mol) in EtOH (100 mL) is added 3-bromo-N,N,N-trimethylpropan-1-aminium bromide (5.0 g, 0.0191 mol) portionwise at 0° C. over 20 minutes. The solution is warmed to room temperature and then refluxed for 4 hours. The solution is cooled to room temperature, and the solvent is removed via rotary evaporator to provide the crude di-bromo salt (5.69 g, 0.0179 mol). The salt is dissolved in MeOH (200 mL) and NaOH is added portionwise (0.717 g, 0.0179 mol) in M...